The task is: describe an organic reaction: reactants, conditions, products, and yield. This data is from the Open Reaction Database (ORD), a public repository of structured organic reaction records. Reactants: CO, O=c1[nH]c2ccncc2n1C1CCN(Cc2ccccc2)CC1, [OH-], [OH-], [Pd+2]. Yields the product O=c1[nH]c2ccncc2n1C1CCNCC1. As a reaction SMILES: [CH3:24][OH:25].[O:1]=[c:2]1[nH:3][c:4]2[c:5]([cH:6][n:7][cH:8][cH:9]2)[n:10]1[CH:11]1[CH2:12][CH2:13][N:14]([CH2:17][c:18]2[cH:19][cH:20][cH:21][cH:22][cH:23]2)[CH2:15][CH2:16]1.[OH-:26].[OH-:27].[Pd+2:28]>>[O:1]=[c:2]1[nH:3][c:4]2[c:5]([cH:6][n:7][cH:8][cH:9]2)[n:10]1[CH:11]1[CH2:12][CH2:13][NH:14][CH2:15][CH2:16]1. Reactants: CC1=C(C=CC(=C1)C(=O)OCC)C1=CC=CC=C1 (ethyl 2-methylbiphenyl-4-carboxylate), C1CC(=O)N(C1=O)Br (NBS), C1CC(=O)N(C1=O)Br (NBS). Reagents/catalysts: N(=NC(C#N)(C)C)C(C#N)(C)C (2,2′-azobisisobutyronitrile). Run in C(Cl)(Cl)(Cl)Cl (carbon tetrachloride). Conditions: temperature 90 celsius. Yields the product BrCC1=C(C=CC(=C1)C(=O)OCC)C1=CC=CC=C1 (ethyl 2-(bromomethyl)biphenyl-4-carboxylate). Yield: 758.3%. As a reaction SMILES: [CH3:1][C:2]1[CH:7]=[C:6]([C:8]([O:10][CH2:11][CH3:12])=[O:9])[CH:5]=[CH:4][C:3]=1[C:13]1[CH:18]=[CH:17][CH:16]=[CH:15][CH:14]=1.C1C(=O)N([Br:26])C(=O)C1>C(Cl)(Cl)(Cl)Cl.N(C(C)(C)C#N)=NC(C)(C)C#N>[Br:26][CH2:1][C:2]1[CH:7]=[C:6]([C:8]([O:10][CH2:11][CH3:12])=[O:9])[CH:5]=[CH:4][C:3]=1[C:13]1[CH:18]=[CH:17][CH:16]=[CH:15][CH:14]=1. Reported procedure: In 130 ml of carbon tetrachloride was dissolved 10 g of ethyl 2-methylbiphenyl-4-carboxylate, the whole was heated to 90° C. and then 1.0 g of NBS and 136 mg of 2,2′-azobisisobutyronitrile were added thereto. After the reaction solution was heated under reflux, 6.78 g of NBS was added thereto and the whole was heated under reflux for 1 hour and a half. After the reaction solution was cooled to room temperature, precipitate was removed by filtration, water was added to the filtrate, and the organ... The reactants are [C@@H]1(C[C@H](O)[C@@H](CO)O1)N1C(=O)N=C(N)C=C1 (2' Deoxycytidine), C(C)(=O)OC(C)=O (acetic anhydride). Solvent: CN(C=O)C (N,N-dimethylformamide). Run at time 20 hour. Yields the product C(C)(=O)NC1=NC(N([C@H]2C[C@H](O)[C@@H](CO)O2)C=C1)=O (N4 -Acetyl-2'Deoxycytidine). Yield: 98.2%. Reaction SMILES: [C@@H:1]1([N:9]2[CH:16]=[CH:15][C:13]([NH2:14])=[N:12][C:10]2=[O:11])[O:8][C@H:5]([CH2:6][OH:7])[C@@H:3]([OH:4])[CH2:2]1.[C:17](OC(=O)C)(=[O:19])[CH3:18]>CN(C)C=O>[C:17]([NH:14][C:13]1[CH:15]=[CH:16][N:9]([C@@H:1]2[O:8][C@H:5]([CH2:6][OH:7])[C@@H:3]([OH:4])[CH2:2]2)[C:10](=[O:11])[N:12]=1)(=[O:19])[CH3:18]. Procedure details: To 61.29 g (270 mmol) of the material of Example I dissolved in 1300 ml of anhydrous N,N-dimethylformamide ("DMF") (Aldrich; Cat. No. 22, 70506), was added 28 ml (296 mmol) of acetic anhydride (Aldrich; Cat. No. 11,004-3), and the resulting mixture was stirred at room temperature for 20 hrs. DMF was removed under reduced pressure, and the resulting residue was treated with the excess of 100 ml dimethyl ether; 71.4 g (98% yield) of a crystalline product was obtained and collected by filtration, w... Reaction SMILES: C([N:4]1[C:12]2[C:7](=[C:8]([CH3:25])[C:9]([CH2:21][N:22]([CH3:24])[CH3:23])=[C:10]([CH3:20])[C:11]=2[NH:13][C:14](=[O:19])[C:15]([CH3:18])([CH3:17])[CH3:16])[CH2:6][CH2:5]1)(=O)C.[OH-].[Na+]>CO.O>[CH3:23][N:22]([CH2:21][C:9]1[C:8]([CH3:25])=[C:7]2[C:12](=[C:11]([NH:13][C:14](=[O:19])[C:15]([CH3:16])([CH3:17])[CH3:18])[C:10]=1[CH3:20])[NH:4][CH2:5][CH2:6]2)[CH3:24] |f:1.2|. Reaction conditions: temperature 60 celsius, time 2 hour. The solvent is CO (MeOH), O (water). Product: CN(C)CC=1C(=C2CCNC2=C(C1C)NC(C(C)(C)C)=O)C (N-(5-dimethylaminomethyl-4,6-dimethylindolin-7-yl)-2,2-dimethylpropanamide). Reported procedure: N-(1-Acetyl-5-dimethylaminomethyl-4,6-dimethylindolin-7-yl)-2,2-dimethylpropanamide (1.0 g) was dissolved in MeOH (10 ml) and a solution of NaOH (580 mg) in water (3 ml) was added, which was followed by stirring at 60° C. for 2 hr. MeOH was evaporated under reduced pressure and CHCl3 (100 ml) was added. The mixture was washed with saturated brine and dried over anhydrous sodium sulfate. CHCl3 was evaporated under reduced pressure to give 700 mg of N-(5-dimethylaminomethyl-4,6-dimethylindolin-7-y... Reactants: C(C)(=O)N1CCC2=C(C(=C(C(=C12)NC(C(C)(C)C)=O)C)CN(C)C)C (N-(1-Acetyl-5-dimethylaminomethyl-4,6-dimethylindolin-7-yl)-2,2-dimethylpropanamide), [OH-].[Na+] (NaOH). Isolated yield 79.7%. The reactants are C(C)OC(=O)C=1N=C(SC1)C1=CC(=CC=C1)C=1CC(NC2=C(N1)C=CC(=C2)C2=CC=C(C=C2)F)=O (2-{3-[7-(4-fluoro-phenyl)-4-oxo-4,5-dihydro-3H-benzo[b][1,4]diazepin-2-yl]-phenyl}-thiazole-4-carboxylic acid ethyl ester). Run in NCCO (2-amino-ethanol). The product is OCCNC(=O)C=1N=C(SC1)C1=CC(=CC=C1)C=1CC(NC2=C(N1)C=CC(=C2)C2=CC=C(C=C2)F)=O (2-{3-[7-(4-Fluoro-phenyl)-4-oxo-4,5-dihydro-3H-benzo[b][1,4]diazepin-2-yl]-phenyl}-thiazole-4-carboxylic acid (2-hydroxy-ethyl)-amide). The yield is 83.9%. As a reaction SMILES: C(O[C:4]([C:6]1[N:7]=[C:8]([C:11]2[CH:16]=[CH:15][CH:14]=[C:13]([C:17]3[CH2:18][C:19](=[O:35])[NH:20][C:21]4[CH:27]=[C:26]([C:28]5[CH:33]=[CH:32][C:31]([F:34])=[CH:30][CH:29]=5)[CH:25]=[CH:24][C:22]=4[N:23]=3)[CH:12]=2)[S:9][CH:10]=1)=[O:5])C>NCCO>[OH:5][CH2:4][CH2:6][NH:7][C:4]([C:6]1[N:7]=[C:8]([C:11]2[CH:16]=[CH:15][CH:14]=[C:13]([C:17]3[CH2:18][C:19](=[O:35])[NH:20][C:21]4[CH:27]=[C:26]([C:28]5[CH:29]=[CH:30][C:31]([F:34])=[CH:32][CH:33]=5)[CH:25]=[CH:24][C:22]=4[N:23]=3)[CH:12]=2)[S:9][CH:10]=1)=[O:5]. Reported procedure: A solution of 2-{3-[7-(4-fluoro-phenyl)-4-oxo-4,5-dihydro-3H-benzo[b][1,4]diazepin-2-yl]-phenyl}-thiazole-4-carboxylic acid ethyl ester (Example 153) (49 mg, 0.1 mmol) in 2-amino-ethanol was heated to 40° C. for 40 min. The cooled solution was partitioned between ethyl acetate and H2O and the organic layer was dried over Na2SO4 and evaporated in vacuum. The residue was triturated with ethyl acetate to give to give the title compound as light yellow solid (21 mg).